Dataset: the Open Reaction Database (ORD), a public repository of structured organic reaction records. Task: describe an organic reaction: reactants, conditions, products, and yield Starting materials: NCCc1ccc2c(c1)OCCO2, Cc1sc2nc(-c3ccccn3)nc(Cl)c2c1Cl. The product is Cc1sc2nc(-c3ccccn3)nc(NCCc3ccc4c(c3)OCCO4)c2c1Cl. Reaction SMILES: [CH2:1]1[O:2][c:3]2[cH:4][c:5]([CH2:6][CH2:7][NH2:8])[cH:9][cH:10][c:11]2[O:12][CH2:13]1.[Cl:14][c:15]1[c:16]2[c:17]([n:18][c:19](-[c:21]3[n:22][cH:23][cH:24][cH:25][cH:26]3)[n:20]1)[s:27][c:28]([CH3:31])[c:29]2[Cl:30]>>[CH2:1]1[O:2][c:3]2[cH:4][c:5]([CH2:6][CH2:7][NH:8][c:15]3[c:16]4[c:17]([n:18][c:19](-[c:21]5[n:22][cH:23][cH:24][cH:25][cH:26]5)[n:20]3)[s:27][c:28]([CH3:31])[c:29]4[Cl:30])[cH:9][cH:10][c:11]2[O:12][CH2:13]1. The reactants are Cc1c(Br)c(N(CCCl)CCCl)c(C)c2c1OC(C)(C)C2, COc1ccc(N)cc1. The product is COc1ccc(N2CCN(c3c(C)c4c(c(C)c3Br)OC(C)(C)C4)CC2)cc1. Reaction SMILES: [Br:1][c:2]1[c:3]([CH3:21])[c:4]2[c:5]([c:11]([CH3:20])[c:12]1[N:13]([CH2:14][CH2:15][Cl:19])[CH2:17][CH2:18][Cl:16])[CH2:6][C:7]([CH3:9])([CH3:10])[O:8]2.[CH3:22][O:23][c:24]1[cH:25][cH:26][c:27]([NH2:28])[cH:29][cH:30]1>>[Br:1][c:2]1[c:3]([CH3:21])[c:4]2[c:5]([c:11]([CH3:20])[c:12]1[N:13]1[CH2:14][CH2:15][N:28]([c:27]3[cH:26][cH:25][c:24]([O:23][CH3:22])[cH:30][cH:29]3)[CH2:18][CH2:17]1)[CH2:6][C:7]([CH3:9])([CH3:10])[O:8]2. The reactants are COC(C1=C(C(=CC=C1)I)N)=O (2-amino-3-iodo-benzoic acid methyl ester), C(#C)C1=CC=C(C=C1)C1=CC=CC=C1 (4-ethynyl-biphenyl), TEA. The reagents and catalysts are [Cu]I (CuI), C1=CC=C(C=C1)P(C2=CC=CC=C2)C3=CC=CC=C3.C1=CC=C(C=C1)P(C2=CC=CC=C2)C3=CC=CC=C3.Cl[Pd]Cl (bis-(triphenylphosphine)-palladium (II)-chloride). The solvent is C1CCOC1 (THF). Reaction conditions: time 12 hour. Product: COC(C1=C(C(=CC=C1)C#CC1=CC=C(C=C1)C1=CC=CC=C1)N)=O (2-amino-3-biphenyl-4-ylethynyl-benzoic acid methyl ester). Isolated yield 76.4%. Reaction SMILES: [CH3:1][O:2][C:3](=[O:12])[C:4]1[CH:9]=[CH:8][CH:7]=[C:6](I)[C:5]=1[NH2:11].[C:13]([C:15]1[CH:20]=[CH:19][C:18]([C:21]2[CH:26]=[CH:25][CH:24]=[CH:23][CH:22]=2)=[CH:17][CH:16]=1)#[CH:14]>C1COCC1.[Cu]I.C1C=CC(P(C2C=CC=CC=2)C2C=CC=CC=2)=CC=1.C1C=CC(P(C2C=CC=CC=2)C2C=CC=CC=2)=CC=1.Cl[Pd]Cl>[CH3:1][O:2][C:3](=[O:12])[C:4]1[CH:9]=[CH:8][CH:7]=[C:6]([C:14]#[C:13][C:15]2[CH:20]=[CH:19][C:18]([C:21]3[CH:26]=[CH:25][CH:24]=[CH:23][CH:22]=3)=[CH:17][CH:16]=2)[C:5]=1[NH2:11] |f:4.5.6|. Procedure details: To a solution of 2-amino-3-iodo-benzoic acid methyl ester (500 mg, 1.8 mmol), 4-ethynyl-biphenyl (416 mg, 2.3 mmol) in THF (20 mL), CuI (17 mg, 0.09 mmol), bis-(triphenylphosphine)-palladium (II)-chloride (64 mg, 0.09 mmol) and TEA (0.75 mL, 5.4 mmol) were added. This mixture was stirred at room temperature for 12 h. The progress of the reaction was monitored by TLC. After completion, the reaction mass was filtered through celite, and the collected filtrate was diluted with ethyl acetate (30 mL)... Starting materials: BrB(Br)Br, ClCCl, COCC(C)Oc1cc(Oc2ccc(S(C)(=O)=O)nc2)cc(-c2ccc(C3=NC(C)C(C)O3)[nH]2)c1, [Na+], O=C([O-])O. Yields the product CC(CO)Oc1cc(Oc2ccc(S(C)(=O)=O)nc2)cc(-c2ccc(C3=NC(C)C(C)O3)[nH]2)c1. RXN SMILES: [B:36]([Br:37])([Br:38])[Br:39].[CH2:45]([Cl:46])[Cl:47].[CH3:1][CH:2]1[N:3]=[C:4]([c:8]2[cH:9][cH:10][c:11](-[c:13]3[cH:14][c:15]([O:16][c:17]4[cH:18][cH:19][c:20]([S:23](=[O:24])(=[O:25])[CH3:26])[n:21][cH:22]4)[cH:27][c:28]([O:30][CH:31]([CH2:32][O:33][CH3:34])[CH3:35])[cH:29]3)[nH:12]2)[O:5][CH:6]1[CH3:7].[Na+:40].[OH:41][C:42](=[O:43])[O-:44]>>[CH3:1][CH:2]1[N:3]=[C:4]([c:8]2[cH:9][cH:10][c:11](-[c:13]3[cH:14][c:15]([O:16][c:17]4[cH:18][cH:19][c:20]([S:23](=[O:24])(=[O:25])[CH3:26])[n:21][cH:22]4)[cH:27][c:28]([O:30][CH:31]([CH2:32][OH:33])[CH3:35])[cH:29]3)[nH:12]2)[O:5][CH:6]1[CH3:7].